This data is from the Open Reaction Database (ORD), a public repository of structured organic reaction records. The task is: describe an organic reaction: reactants, conditions, products, and yield The reactants are O=C1COCC(=O)O1, CS(=O)(=O)O, O=C1COCC(=O)N1CCCCCN1CCCCC1C(c1ccccc1)c1ccccc1, NCCCCCO. Yields the product O=C(O)COCC(=O)NCCCCCO. As a reaction SMILES: [C:38]1(=[O:45])[CH2:39][O:40][CH2:41][C:42](=[O:43])[O:44]1.[CH3:1][S:2]([OH:3])(=[O:4])=[O:5].[CH:6]([CH:7]1[CH2:8][CH2:9][CH2:10][CH2:11][N:12]1[CH2:13][CH2:14][CH2:15][CH2:16][CH2:17][N:18]1[C:19](=[O:20])[CH2:21][O:22][CH2:23][C:24]1=[O:25])([c:26]1[cH:27][cH:28][cH:29][cH:30][cH:31]1)[c:32]1[cH:33][cH:34][cH:35][cH:36][cH:37]1.[NH2:46][CH2:47][CH2:48][CH2:49][CH2:50][CH2:51][OH:52]>>[C:38]([CH2:39][O:40][CH2:41][C:42](=[O:43])[NH:46][CH2:47][CH2:48][CH2:49][CH2:50][CH2:51][OH:52])([OH:44])=[O:45].